From a dataset of the Open Reaction Database (ORD), a public repository of structured organic reaction records. describe an organic reaction: reactants, conditions, products, and yield The reactants are COc1ccccc1NC(=O)Nc1ccc(CC(=O)OC(C)(C)C)cc1C, ClCCl, O=C(O)C(F)(F)F. Yields the product COc1ccccc1NC(=O)Nc1ccc(CC(=O)O)cc1C. RXN SMILES: [CH3:1][O:2][c:3]1[c:4]([NH:9][C:10]([NH:11][c:12]2[c:13]([CH3:26])[cH:14][c:15]([CH2:18][C:19](=[O:20])[O:21][C:22]([CH3:23])([CH3:24])[CH3:25])[cH:16][cH:17]2)=[O:27])[cH:5][cH:6][cH:7][cH:8]1.[Cl:35][CH2:36][Cl:37].[OH:28][C:29]([C:30]([F:31])([F:32])[F:33])=[O:34]>>[CH3:1][O:2][c:3]1[c:4]([NH:9][C:10]([NH:11][c:12]2[c:13]([CH3:26])[cH:14][c:15]([CH2:18][C:19](=[O:20])[OH:21])[cH:16][cH:17]2)=[O:27])[cH:5][cH:6][cH:7][cH:8]1.